From a dataset of the Open Reaction Database (ORD), a public repository of structured organic reaction records. describe an organic reaction: reactants, conditions, products, and yield Reactants: C(N)(=N)C1=CC=C(C=C1)NC(C(=O)OC)C1=C(C=CC(=C1)OCC)OCC(N)=O (methyl (RS)-(4-carbamimidoyl-phenylamino)-(2-carbamoylmethoxy-5-ethoxy-phenyl)-acetate), [Li+].[OH-] (LiOH). Solvent: C1CCOC1 (THF). Product: C(N)(=N)C1=CC=C(C=C1)NC(C(=O)O)C1=C(C=CC(=C1)OCC)OCC(N)=O ((RS)-(4-carbamimidoyl-phenylamino)-(2-carbamoylmethoxy-5-ethoxy-phenyl)-acetic acid). Reaction SMILES: [C:1]([C:4]1[CH:9]=[CH:8][C:7]([NH:10][CH:11]([C:16]2[CH:21]=[C:20]([O:22][CH2:23][CH3:24])[CH:19]=[CH:18][C:17]=2[O:25][CH2:26][C:27](=[O:29])[NH2:28])[C:12]([O:14]C)=[O:13])=[CH:6][CH:5]=1)(=[NH:3])[NH2:2].[Li+].[OH-]>C1COCC1>[C:1]([C:4]1[CH:9]=[CH:8][C:7]([NH:10][CH:11]([C:16]2[CH:21]=[C:20]([O:22][CH2:23][CH3:24])[CH:19]=[CH:18][C:17]=2[O:25][CH2:26][C:27](=[O:29])[NH2:28])[C:12]([OH:14])=[O:13])=[CH:6][CH:5]=1)(=[NH:2])[NH2:3] |f:1.2|. Procedure: The methyl (RS)-(4-carbamimidoyl-phenylamino)-(2-carbamoylmethoxy-5-ethoxy-phenyl)-acetate was saponified in THF with 1N LiOH to give (RS)-(4-carbamimidoyl-phenylamino)-(2-carbamoylmethoxy-5-ethoxy-phenyl)-acetic acid and purified by trituration in water and dilute ammonia; m.p. 266° C., MS: 387 (M+H)+. Starting materials: Cc1ccc(Br)cc1, Cc1ccccc1, N#Cc1ccccc1Cl, Cl[Ni]Cl, [Zn], c1ccc(P(c2ccccc2)c2ccccc2)cc1, c1ccncc1. Product: Cc1ccc(-c2ccccc2C#N)cc1. Reaction SMILES: [Br:7][c:8]1[cH:9][cH:10][c:11]([CH3:14])[cH:12][cH:13]1.[CH3:47][c:48]1[cH:49][cH:50][cH:51][cH:52][cH:53]1.[Cl:15][c:16]1[c:17]([C:18]#[N:19])[cH:20][cH:21][cH:22][cH:23]1.[Ni:43]([Cl:44])[Cl:45].[Zn:46].[c:24]1([P:25]([c:26]2[cH:27][cH:28][cH:29][cH:30][cH:31]2)[c:32]2[cH:33][cH:34][cH:35][cH:36][cH:37]2)[cH:38][cH:39][cH:40][cH:41][cH:42]1.[cH:1]1[cH:2][cH:3][n:4][cH:5][cH:6]1>>[c:8]1(-[c:16]2[c:17]([C:18]#[N:19])[cH:20][cH:21][cH:22][cH:23]2)[cH:9][cH:10][c:11]([CH3:14])[cH:12][cH:13]1. The reactants are BrC=1C=C2C(=NC1)O[C@@]1(C2)CN2CCC1CC2 ((2′R)-5′-bromospiro[1-azabicyclo[2.2.2]octane-3,2′(3′H)-furo[2,3-b]pyridine]), C(CCC)[Sn](C=1SC2=C(N1)C=CC=C2)(CCCC)CCCC (2-tri-n-butylstannylbenzothiazole). Product: S1C(=NC2=C1C=CC=C2)C=2C=C1C(=NC2)O[C@@]2(C1)CN1CCC2CC1 ((2′R)-5′-(Benzothiazol-2-yl)spiro[1-azabicyclo[2.2.2]octane-3,2′(3′H)-furo[2,3-b]pyridine]). Reaction SMILES: Br[C:2]1[CH:3]=[C:4]2[CH2:10][C@:9]3([CH:15]4[CH2:16][CH2:17][N:12]([CH2:13][CH2:14]4)[CH2:11]3)[O:8][C:5]2=[N:6][CH:7]=1.C([Sn](CCCC)(CCCC)[C:23]1[S:24][C:25]2[CH:31]=[CH:30][CH:29]=[CH:28][C:26]=2[N:27]=1)CCC>>[S:24]1[C:25]2[CH:31]=[CH:30][CH:29]=[CH:28][C:26]=2[N:27]=[C:23]1[C:2]1[CH:3]=[C:4]2[CH2:10][C@:9]3([CH:15]4[CH2:16][CH2:17][N:12]([CH2:13][CH2:14]4)[CH2:11]3)[O:8][C:5]2=[N:6][CH:7]=1. Procedure: Prepared by a method analogous to that described for the preparation of Example 1 from (2′R)-5′-bromospiro[1-azabicyclo[2.2.2]octane-3,2′(3′H)-furo[2,3-b]pyridine] and 2-tri-n-butylstannylbenzothiazole. The title compound was obtained as a colourless solid; m/e 350 (MH+). Reactants: C([O-])([O-])=O.[Na+].[Na+] (sodium carbonate), C1(CCCCC1)=O (cyclohexanone), [N+](=O)([O-])C1=CC=C(OCC2OCCOC2)C=C1 ((p-nitrophenoxy)methyl-1,4-dioxane), O (water). Reagents/catalysts: [Fe] (iron). The solvent is C(C)(=O)O (acetic acid). Conditions: temperature 95 celsius, time 2 hour. Yields the product NC1=CC=C(OCC2OCCOC2)C=C1 ((p-aminophenoxy)methyl-1,4-dioxane). Yield: 50.6%. RXN SMILES: O.C1(=O)CCCCC1.[N+:9]([C:12]1[CH:25]=[CH:24][C:15]([O:16][CH2:17][CH:18]2[CH2:23][O:22][CH2:21][CH2:20][O:19]2)=[CH:14][CH:13]=1)([O-])=O.C(=O)([O-])[O-].[Na+].[Na+]>[Fe].C(O)(=O)C>[NH2:9][C:12]1[CH:25]=[CH:24][C:15]([O:16][CH2:17][CH:18]2[CH2:23][O:22][CH2:21][CH2:20][O:19]2)=[CH:14][CH:13]=1 |f:3.4.5|. Procedure details: 46.2 g of iron filings, 46 ml of water and 9 ml of glacial acetic acid are stirred for 30 minutes at 95° C. Then 150 ml of cyclohexanone are added and, when the temperature has again risen to 95° C., 36.8 g of (p-nitrophenoxy)methyl-1,4-dioxane (known from British patent specification 749 713) are added in portions. The batch is then stirred for 31/2 hours at 95° C. and, after addition of 9.0 g of sodium carbonate in portions, filtered hot. The residue is washed with cyclohexanone and the filtra...